From a dataset of the Open Reaction Database (ORD), a public repository of structured organic reaction records. describe an organic reaction: reactants, conditions, products, and yield Reactants: CN1C(=O)CCC2(C)C3CCC4(C)C(OCC(=O)O)CCC4C3CCC12, ClCCl, [N-]=[N+]=C(c1ccccc1)c1ccccc1. Yields the product CN1C(=O)CCC2(C)C3CCC4(C)C(OCC(=O)OC(c5ccccc5)c5ccccc5)CCC4C3CCC12. Reaction SMILES: [CH3:1][N:2]1[CH:3]2[CH2:4][CH2:5][CH:6]3[CH:7]4[CH2:8][CH2:9][CH:10]([O:22][CH2:23][C:24](=[O:25])[OH:26])[C:11]4([CH3:12])[CH2:13][CH2:14][CH:15]3[C:16]2([CH3:21])[CH2:17][CH2:18][C:19]1=[O:20].[Cl:42][CH2:43][Cl:44].[c:27]1([C:33](=[N+:34]=[N-:35])[c:36]2[cH:37][cH:38][cH:39][cH:40][cH:41]2)[cH:28][cH:29][cH:30][cH:31][cH:32]1>>[CH3:1][N:2]1[CH:3]2[CH2:4][CH2:5][CH:6]3[CH:7]4[CH2:8][CH2:9][CH:10]([O:22][CH2:23][C:24](=[O:25])[O:26][CH:33]([c:27]5[cH:28][cH:29][cH:30][cH:31][cH:32]5)[c:36]5[cH:37][cH:38][cH:39][cH:40][cH:41]5)[C:11]4([CH3:12])[CH2:13][CH2:14][CH:15]3[C:16]2([CH3:21])[CH2:17][CH2:18][C:19]1=[O:20].